From a dataset of the Open Reaction Database (ORD), a public repository of structured organic reaction records. describe an organic reaction: reactants, conditions, products, and yield Starting materials: CCN1CCN(C(=O)NC(C(=O)NC2C(=O)N(OCc3ccccc3)C2C)c2ccccc2)C(=O)C1=O, CCO. Product: CCN1CCN(C(=O)NC(C(=O)NC2C(=O)N(O)C2C)c2ccccc2)C(=O)C1=O. Reaction SMILES: [CH2:1]([CH3:2])[N:3]1[C:4](=[O:37])[C:5](=[O:36])[N:6]([C:9](=[O:10])[NH:11][CH:12]([C:13](=[O:14])[NH:15][CH:16]2[C:17](=[O:29])[N:18]([O:21][CH2:22][c:23]3[cH:24][cH:25][cH:26][cH:27][cH:28]3)[CH:19]2[CH3:20])[c:30]2[cH:31][cH:32][cH:33][cH:34][cH:35]2)[CH2:7][CH2:8]1.[CH3:38][CH2:39][OH:40]>>[CH2:1]([CH3:2])[N:3]1[C:4](=[O:37])[C:5](=[O:36])[N:6]([C:9](=[O:10])[NH:11][CH:12]([C:13](=[O:14])[NH:15][CH:16]2[C:17](=[O:29])[N:18]([OH:21])[CH:19]2[CH3:20])[c:30]2[cH:31][cH:32][cH:33][cH:34][cH:35]2)[CH2:7][CH2:8]1.